Dataset: the Open Reaction Database (ORD), a public repository of structured organic reaction records. Task: describe an organic reaction: reactants, conditions, products, and yield Starting materials: BrC1=C(C=CC(=C1)\C=C\C1=C(C=C(C=C1)F)F)S(=O)(=O)C1=CC=CC=C1 (2-Bromo-4-[(E)-2-(2,4-difluorophenyl)vinyl]-1-(phenylsulfonyl)benzene), [Cu]C#N (copper(I) cyanide), [Cu]C#N (copper(I) cyanide). Solvent: CN(C=O)C (N,N-dimethylformamide), O (water). Run at temperature 130 celsius. Yields the product FC1=C(C=CC(=C1)F)/C=C/C=1C=CC(=C(C#N)C1)S(=O)(=O)C1=CC=CC=C1 (5-[(E)-2-(2,4-difluorophenyl)vinyl]-2-(phenylsulfonyl)benzonitrile). Isolated yield 43.7%. Reaction SMILES: Br[C:2]1[CH:7]=[C:6](/[CH:8]=[CH:9]/[C:10]2[CH:15]=[CH:14][C:13]([F:16])=[CH:12][C:11]=2[F:17])[CH:5]=[CH:4][C:3]=1[S:18]([C:21]1[CH:26]=[CH:25][CH:24]=[CH:23][CH:22]=1)(=[O:20])=[O:19].[Cu][C:28]#[N:29]>CN(C)C=O.O>[F:17][C:11]1[CH:12]=[C:13]([F:16])[CH:14]=[CH:15][C:10]=1/[CH:9]=[CH:8]/[C:6]1[CH:5]=[CH:4][C:3]([S:18]([C:21]2[CH:26]=[CH:25][CH:24]=[CH:23][CH:22]=2)(=[O:20])=[O:19])=[C:2]([CH:7]=1)[C:28]#[N:29]. Reported procedure: 2-Bromo-4-[(E)-2-(2,4-difluorophenyl)vinyl]-1-(phenylsulfonyl)benzene (Example 55, 130 mg, 0.3 mmol) and copper(I) cyanide (40 mg, 0.45 mmol) were combined in N,N-dimethylformamide (20 mL) and heated to 130° C. for 3 hours. Further copper(I) cyanide (40 mg, 0.45 mmol) was added and heating continued overnight. The cooled reaction mixture was diluted with water and extracted with ethyl acetate. The organic layer was washed with water (×3) and brine, dried over MgSO4 and evaporated in vacuo. The r... Starting materials: FC=1C=C(C=C(C1NS(=O)(=O)C)F)C(C)NC(=O)C=1SC(=CC1)Br (5-bromo-thiophene-2-carboxylic acid [1-(3,5-difluoro-4-methanesulfonylamino-phenyl)-ethyl]-amide), COCCOC (DME), C(C)(C)C=1C=C(C=CC1)B(O)O (3-isopropyl phenyl boronic acid), C(=O)([O-])[O-].[Cs+].[Cs+] (Cs2CO3). The reagents and catalysts are Cl[Pd]([P](C1=CC=CC=C1)(C2=CC=CC=C2)C3=CC=CC=C3)([P](C4=CC=CC=C4)(C5=CC=CC=C5)C6=CC=CC=C6)Cl (Pd(PPh3)2Cl2). Solvent: CCOC(=O)C (EtOAc), C(C)O (ethanol). Yields the product FC=1C=C(C=C(C1NS(=O)(=O)C)F)C(C)NC(=O)C=1SC(=CC1)C1=CC(=CC=C1)C(C)C (5-(3-Isopropyl-phenyl)-thiophene-2-carboxylic acid [1-(3,5-difluoro-4-methanesulfonylamino-phenyl)-ethyl]-amide). Yield: 73.1%. As a reaction SMILES: [F:1][C:2]1[CH:3]=[C:4]([CH:14]([NH:16][C:17]([C:19]2[S:20][C:21](Br)=[CH:22][CH:23]=2)=[O:18])[CH3:15])[CH:5]=[C:6]([F:13])[C:7]=1[NH:8][S:9]([CH3:12])(=[O:11])=[O:10].[CH:25]([C:28]1[CH:29]=[C:30](B(O)O)[CH:31]=[CH:32][CH:33]=1)([CH3:27])[CH3:26].C([O-])([O-])=O.[Cs+].[Cs+].COCCOC>CCOC(C)=O.Cl[Pd](Cl)([P](C1C=CC=CC=1)(C1C=CC=CC=1)C1C=CC=CC=1)[P](C1C=CC=CC=1)(C1C=CC=CC=1)C1C=CC=CC=1.C(O)C>[F:1][C:2]1[CH:3]=[C:4]([CH:14]([NH:16][C:17]([C:19]2[S:20][C:21]([C:32]3[CH:31]=[CH:30][CH:29]=[C:28]([CH:25]([CH3:27])[CH3:26])[CH:33]=3)=[CH:22][CH:23]=2)=[O:18])[CH3:15])[CH:5]=[C:6]([F:13])[C:7]=1[NH:8][S:9]([CH3:12])(=[O:11])=[O:10] |f:2.3.4,^1:57,76|. Procedure details: In a 5 ml glass tube were placed 5-bromo-thiophene-2-carboxylic acid [1-(3,5-difluoro-4-methanesulfonylamino-phenyl)-ethyl]-amide (50 mg, 0.12 mmol), 3-isopropyl phenyl boronic acid (37 mg, 0.23 mmol), Cs2CO3 (114 mg, 0.34 mmol), Pd(PPh3)2Cl2 (6.4 mg, 0.009 mmol), DME (0.8 mL), ethanol (0.2 mL), and a magnetic stir bar. The vial was sealed with septum and placed into the Microwave cavity. The vial was irradiated in a Microwave synthesizer at 140° C. for 20 min. The mixture was diluted with EtOAc... Starting materials: C=1(O)C(O)=CC=CC1 (catechol), B(Br)(Br)Br (BBr3). Run in C(Cl)Cl (methylene chloride). Conditions: time 8 hour. The product is BrB1OC2=C(O1)C=CC=C2 (2 -bromo-1,3,2 benzodioxaborole). Isolated yield 91.4%. As a reaction SMILES: [C:1]1([C:3](=[CH:5][CH:6]=[CH:7][CH:8]=1)[OH:4])[OH:2].[B:9](Br)(Br)[Br:10]>C(Cl)Cl>[Br:10][B:9]1[O:4][C:3]2[CH:5]=[CH:6][CH:7]=[CH:8][C:1]=2[O:2]1. Procedure: Solid catechol (800 gms) was added (via a Gooch tube connected to an Erlenmeyer flask) to a 12 liter round bottom flask containing BBr3 (2 kg) in methylene chloride (3.5 liters) at -78° C. over a 6 hour period. The reaction mixture was slowly warmed to ambient temperature and stirred overnight. The solvent and excess hydrogen bromide were removed by distillation at 20 mm Hg. The residue was transferred in a minimal amount of methylene chloride to a 5 liter three neck round bottom flask and evacu... Starting materials: C1(=CC=CC=C1)C1=NC2=CC=C(C=C2C(C1)=O)C(=O)O (2-phenyl-4-quinolone-6-carboxylic acid), C(C)O (ethanol), O (water). Run in S(O)(O)(=O)=O (sulfuric acid). Reaction conditions: temperature 80 celsius, time 3 day. Product: C1(=CC=CC=C1)C1=NC2=CC=C(C=C2C(C1)=O)C(=O)OCC (ethyl 2-phenyl-4-quinolone-6-carboxylate). Reaction SMILES: [C:1]1([C:7]2[CH2:16][C:15](=[O:17])[C:14]3[C:9](=[CH:10][CH:11]=[C:12]([C:18]([OH:20])=[O:19])[CH:13]=3)[N:8]=2)[CH:6]=[CH:5][CH:4]=[CH:3][CH:2]=1.O.[CH2:22](O)[CH3:23]>S(=O)(=O)(O)O>[C:1]1([C:7]2[CH2:16][C:15](=[O:17])[C:14]3[C:9](=[CH:10][CH:11]=[C:12]([C:18]([O:20][CH2:22][CH3:23])=[O:19])[CH:13]=3)[N:8]=2)[CH:2]=[CH:3][CH:4]=[CH:5][CH:6]=1. Procedure: 2-Phenyl-4-quinolone-6-carboxylic acid (1.3 grams) obtained in Example 2 is dissolved in 80 ml of ethanol and 0.5 ml of concentrated sulfuric acid. The solution is stirred for three days at 80° C., water is added thereto, crystals which separate out therefrom are collected by filtration. These are washed with water and dried to give 1.4 grams of ethyl 2-phenyl-4-quinolone-6-carboxylate, colorless powder, melting at above 300° C. Starting materials: Sn-, C=C(C)C (isobutene), C=C(C)C (isobutene), C(C)(C)(C)OCCCCCC (n-hexyl t-butyl ether), ethers, Si, Si, C=C(C)C (isobutene), C(C)(C)(C)OC(C)(C)C (t-butyl ether), C=C(C)C (isobutene), C(CCCCC)O (n-hexanol), C1(=CC=CC2=CC=CC=C12)O (1-naphthol), alcohols. The product is C(C)(C)(C)OC1=CC=CC2=CC=CC=C12 (naphthol t-butyl ether). The yield is 67.0%. RXN SMILES: [C:1]([O:5][C:6]([CH3:9])([CH3:8])[CH3:7])([CH3:4])([CH3:3])C.C=C(C)C.C(O)CCCCC.[C:21]1(O)[C:30]2[C:25](=CC=C[CH:29]=2)[CH:24]=[CH:23][CH:22]=1.C(OCCCCCC)(C)(C)C>>[C:6]([O:5][C:1]1[C:3]2[C:21](=[CH:22][CH:23]=[CH:24][CH:25]=2)[CH:30]=[CH:29][CH:4]=1)([CH3:7])([CH3:8])[CH3:9]. Procedure: The influence on the acid-catalyzed formation of t-butyl ether from isobutene with n-hexanol and 1-naphthol was examined in a competitive reaction. The formation of dimers and oligomers of isobutene as side-products was to be suppressed, and selectivity for one of the two alcohols was to be achieved. While the formation of almost 25% of isobutene dimers, based on the ethers formed, occurs in methyl-free Sn-containing Si glass (3% Sn, 97% Si), no dimer formation can be detected in the product wit... As a reaction SMILES: Cl.[C:2]([C:5]1[CH:10]=[CH:9][C:8]([OH:11])=[C:7]([C:12](=[O:19])[C:13]2[CH:18]=[CH:17][CH:16]=[CH:15][CH:14]=2)[CH:6]=1)(=[NH:4])[NH2:3].CS(O)(=O)=O.C(OCC)C>CO>[C:2]([C:5]1[CH:10]=[CH:9][C:8]([OH:11])=[C:7]([C:12](=[O:19])[C:13]2[CH:14]=[CH:15][CH:16]=[CH:17][CH:18]=2)[CH:6]=1)(=[NH:3])[NH2:4] |f:0.1|. The product is C(N)(=N)C1=CC(=C(C=C1)O)C(C1=CC=CC=C1)=O (4-amidino-2-benzoylphenol). Procedure: In 200 ml of methanol, was suspended the 4-amidino-2-benzoylphenol hydrochloride obtained above. To the suspension was added 60 g of methanesulfonic acid followed by ethyl ether. The precipitated pale yellow crystals were collected by filtration and dried to obtain 109 g of 4-amidino-2-benzoylphenol meethanesulfonate. Run in CO (methanol). Reactants: Cl.C(N)(=N)C1=CC(=C(C=C1)O)C(C1=CC=CC=C1)=O (4-amidino-2-benzoylphenol hydrochloride), CS(=O)(=O)O (methanesulfonic acid), C(C)OCC (ethyl ether). Starting materials: CC(C)(C)CCC(=O)O, O=S(Cl)Cl. Yields the product CC(C)(C)CCC(=O)Cl. Reaction SMILES: [CH3:1][C:2]([CH2:3][CH2:4][C:5](=[O:6])[OH:7])([CH3:8])[CH3:9].[S:10]([Cl:11])([Cl:12])=[O:13]>>[CH3:1][C:2]([CH2:3][CH2:4][C:5](=[O:6])[Cl:12])([CH3:8])[CH3:9]. Reactants: C=CC(=O)OCC, CCO, NCCc1ccccc1. Yields the product CCOC(=O)CCNCCc1ccccc1. As a reaction SMILES: [CH2:10]([CH3:11])[O:12][C:13]([CH:14]=[CH2:15])=[O:16].[CH3:17][CH2:18][OH:19].[c:1]1([CH2:7][CH2:8][NH2:9])[cH:2][cH:3][cH:4][cH:5][cH:6]1>>[c:1]1([CH2:7][CH2:8][NH:9][CH2:15][CH2:14][C:13]([O:12][CH2:10][CH3:11])=[O:16])[cH:2][cH:3][cH:4][cH:5][cH:6]1. Starting materials: CON=C(C(=O)NC1C(=O)NC1OC(C)=O)c1csc(NC(=O)CCl)n1, CN(C)C=O. Yields the product CON=C(C(=O)NC1C(=O)NC1OC(C)=O)c1csc(N)n1. RXN SMILES: [C:1]([CH3:2])(=[O:3])[O:4][CH:5]1[CH:6]([NH:10][C:11]([C:12](=[N:13][O:14][CH3:15])[c:16]2[n:17][c:18]([NH:21][C:22](=[O:23])[CH2:24][Cl:25])[s:19][cH:20]2)=[O:26])[C:7](=[O:9])[NH:8]1.[O:27]=[CH:28][N:29]([CH3:30])[CH3:31]>>[C:1]([CH3:2])(=[O:3])[O:4][CH:5]1[CH:6]([NH:10][C:11]([C:12](=[N:13][O:14][CH3:15])[c:16]2[n:17][c:18]([NH2:21])[s:19][cH:20]2)=[O:26])[C:7](=[O:9])[NH:8]1. The reactants are ClC=1C=CC2=C(C(OC(N2)=O)(C(F)(F)F)CCCO)C1 (6-chloro-4-(3-hydroxypropyl)-4-(trifluoromethyl)-1,4-dihydro-2H-3,1-benzoxazin-2-one), [OH-].[Na+] (sodium hydroxide), O (water), CC(C)O (2-propanol). The solvent is CC(=O)C (acetone), CC(=O)C.OS(=O)(=O)O.O=[Cr](=O)=O (Jones reagent), C(C)(=O)OCC (ethyl acetate). Conditions: time 3 hour. Product: ClC=1C=CC2=C(C(OC(N2)=O)(C(F)(F)F)CCC(=O)O)C1 (3-[6-chloro-2-oxo-4-(trifluoromethyl)-1,4-dihydro-2H-3,1-benzoxazin-4-yl]propanoic acid). As a reaction SMILES: [Cl:1][C:2]1[CH:3]=[CH:4][C:5]2[NH:10][C:9](=[O:11])[O:8][C:7]([CH2:16][CH2:17][CH2:18][OH:19])([C:12]([F:15])([F:14])[F:13])[C:6]=2[CH:20]=1.O.CC([OH:25])C.[OH-].[Na+]>CC(C)=O.CC(C)=O.OS(O)(=O)=O.O=[Cr](=O)=O.C(OCC)(=O)C>[Cl:1][C:2]1[CH:3]=[CH:4][C:5]2[NH:10][C:9](=[O:11])[O:8][C:7]([CH2:16][CH2:17][C:18]([OH:25])=[O:19])([C:12]([F:14])([F:15])[F:13])[C:6]=2[CH:20]=1 |f:3.4,6.7.8|. Procedure: While stirring a solution of 6-chloro-4-(3-hydroxypropyl)-4-(trifluoromethyl)-1,4-dihydro-2H-3,1-benzoxazin-2-one (1.0 g, 3.23 mmol) in acetone (20 mL), Jones reagent (8 N chromic acid, H2SO4—H2O solution, 2 mL) was added dropwise thereto at room temperature. Then water (20 mL) was added thereto and the solution was stirred at room temperature for 3 hours. Then, to the reaction solution, 2-propanol was added and the solution was stirred at room temperature for 5 minutes. After the reaction solut...